Dataset: the Open Reaction Database (ORD), a public repository of structured organic reaction records. Task: describe an organic reaction: reactants, conditions, products, and yield Reactants: Cc1ccccc1, Cc1nc2c(Cl)cc(F)c(N)c2s1, O=C(Cl)OC(Cl)(Cl)Cl. The product is Cc1nc2c(Cl)cc(F)c(N=C=O)c2s1. RXN SMILES: [CH3:22][c:23]1[cH:24][cH:25][cH:26][cH:27][cH:28]1.[NH2:1][c:2]1[c:3]([F:13])[cH:4][c:5]([Cl:12])[c:6]2[n:7][c:8]([CH3:11])[s:9][c:10]12.[O:14]=[C:15]([Cl:16])[O:17][C:18]([Cl:19])([Cl:20])[Cl:21]>>[N:1]([c:2]1[c:3]([F:13])[cH:4][c:5]([Cl:12])[c:6]2[n:7][c:8]([CH3:11])[s:9][c:10]12)=[C:15]=[O:14]. The reactants are C1(=CC=CC=C1)C (toluene), CC1(C(C2CCC1C2)CCC(CCC2C1CCC(C2(C)C)C1)=O)C (1,5-Di-(3,3-dimethylnorborn-2-yl)-3-pentanone), NCCCN (1,3-diaminopropane). Run in O (water). The product is diamine, CC1(C(C2CCC1C2)CCC(CCC2C1CCC(C2(C)C)C1)NCCCN)C (1-[1,5-di-(3,3-dimethylnorborn-2-yl)-3-pentyl]-1,5-diazapentane). As a reaction SMILES: [CH3:1][C:2]1([CH3:24])[CH:7]2[CH2:8][CH:4]([CH2:5][CH2:6]2)[CH:3]1[CH2:9][CH2:10][C:11](=O)[CH2:12][CH2:13][CH:14]1[C:19]([CH3:21])([CH3:20])[CH:18]2[CH2:22][CH:15]1[CH2:16][CH2:17]2.[NH2:25][CH2:26][CH2:27][CH2:28][NH2:29].C1(C)C=CC=CC=1>O>[CH3:1][C:2]1([CH3:24])[CH:7]2[CH2:8][CH:4]([CH2:5][CH2:6]2)[CH:3]1[CH2:9][CH2:10][CH:11]([NH:25][CH2:26][CH2:27][CH2:28][NH2:29])[CH2:12][CH2:13][CH:14]1[C:19]([CH3:21])([CH3:20])[CH:18]2[CH2:22][CH:15]1[CH2:16][CH2:17]2. Reported procedure: 1,5-Di-(3,3-dimethylnorborn-2-yl)-3-pentanone (6.04 g., 0.02 mole) and 1,3-diaminopropane (0.10 mole) in 150 ml. toluene is heated at reflux overnight with a Dean-Stark water separator. The cooled solution is concentrated under reduced pressure. The residue is dissolved in ethanol and hydrogenated with PtO2 at room temperature and 40 psi hydrogen pressure. The platinum catalyst is filtered off and the ethanol removed under vacuum. The residue is dissolved in ether and the ether solution washed s... Starting materials: OC1CN(CCC1O)C(CN1CCC(CC1)NC(=O)C=1NC2=CC=CC(=C2C1)OCC1=COC2=C1C=C(C=C2)Cl)C (4-(5-chloro-benzofuran-3-ylmethoxy)-1H-indole-2-carboxylic acid {1-[2-(3,4-dihydroxy-piperidin-1-yl)-propyl]-piperidin-4-yl}-amide), C1OCCN2C1C(CCC2)CO ((9RS,9aSR)-1-(octahydro-pyrido[2,1-c][1,4]oxazin-9-yl)-methanol). Product: C1OCCN2[C@H]1[C@@H](CC2)CN2CCC(CC2)NC(=O)C=2NC1=CC=CC(=C1C2)OCC2=COC1=C2C=C(C=C1)Cl (4-(5-Chloro-benzofuran-3-ylmethoxy)-1H-indole-2-carboxylic acid {1-[(8S,8aS)-1-(hexahydro-pyrrolo[2,1-c][1,4]oxazin-8-yl)methyl]-piperidin-4-yl}-amide). RXN SMILES: OC1C(O)CCN(C(C)[CH2:10][N:11]2[CH2:16][CH2:15][CH:14]([NH:17][C:18]([C:20]3[NH:21][C:22]4[C:27]([CH:28]=3)=[C:26]([O:29][CH2:30][C:31]3[C:35]5[CH:36]=[C:37]([Cl:40])[CH:38]=[CH:39][C:34]=5[O:33][CH:32]=3)[CH:25]=[CH:24][CH:23]=4)=[O:19])[CH2:13][CH2:12]2)C1.[CH2:42]1[CH:47]2C(CO)[CH2:49][CH2:50][CH2:51][N:46]2[CH2:45][CH2:44][O:43]1>>[CH2:42]1[C@@H:47]2[C@H:49]([CH2:10][N:11]3[CH2:12][CH2:13][CH:14]([NH:17][C:18]([C:20]4[NH:21][C:22]5[C:27]([CH:28]=4)=[C:26]([O:29][CH2:30][C:31]4[C:35]6[CH:36]=[C:37]([Cl:40])[CH:38]=[CH:39][C:34]=6[O:33][CH:32]=4)[CH:25]=[CH:24][CH:23]=5)=[O:19])[CH2:15][CH2:16]3)[CH2:50][CH2:51][N:46]2[CH2:45][CH2:44][O:43]1. Procedure details: This compound is synthesized from the compound 176 (see example 138) and (9RS,9aSR)-1-(octahydro-pyrido[2,1-c][1,4]oxazin-9-yl)-methanol (67) analogously to the method described in example 127. Starting materials: IC1=CC=C(CBr)C=C1 (p-Iodobenzyl bromide), Cl (HCl), Cl.NCC(=O)OCC (ethyl glycinate hydrochloride), C(=O)([O-])[O-].[K+].[K+] (K2CO3). Solvent: CN(C)C=O (DMF), O (H2O). Run at temperature 50 celsius, time 5 minute. Product: Cl.IC1=CC=C(CNCC(=O)OCC)C=C1 (Ethyl Nα-(4′-Iodobenzyl)-glycinate, hydrochloride). Isolated yield 29.0%. Reaction SMILES: [ClH:1].[NH2:2][CH2:3][C:4]([O:6][CH2:7][CH3:8])=[O:5].[I:9][C:10]1[CH:17]=[CH:16][C:13]([CH2:14]Br)=[CH:12][CH:11]=1.C([O-])([O-])=O.[K+].[K+].Cl>CN(C=O)C.O>[ClH:1].[I:9][C:10]1[CH:17]=[CH:16][C:13]([CH2:14][NH:2][CH2:3][C:4]([O:6][CH2:7][CH3:8])=[O:5])=[CH:12][CH:11]=1 |f:0.1,3.4.5,9.10|. Reported procedure: A suspension of ethyl glycinate hydrochloride (944 mg) in DMF (6.0 mL) was stirred for 5 min. p-Iodobenzyl bromide (2.00 g) was added. The heterogeneous system was warmed to 50° C. and stirred for 5 min, during which time, most solids dissolved. K2CO3 (2.80 g, granular) was added steadily over 5 min. After 2 h, the reaction was cooled to 23° C. Conc. aq. HCl (3.3 mL) was added, followed by H2O (7.0 mL). The heterogeneous mix was stirred for 15 min and filtered (the cake was washed with CH3CN (4×... The reactants are C1=CC=C(C=C1)P(C2=CC=CC=C2)C3=CC=CC=C3 (PPh3), N1C=NC=C1 (imidazole), II (iodine), C(C1=CC=CC=C1)OC=1C(OC(C1O)CCO)=O (3-benzyloxy-4-hydroxy-5-(2-hydroxyethyl)-2(5H)-furanone). The solvent is CCOCC.CC#N (ether CH3CN), CC#N.CCOCC (CH3CN ether). Reaction conditions: time 30 minute. The product is C(C1=CC=CC=C1)OC=1C(OC(C1O)CCI)=O (3-benzyloxy-4-hydroxy-5-(2-iodoethyl)-2(5H)-furanone). Isolated yield 93.0%. RXN SMILES: C1C=CC(P(C2C=CC=CC=2)C2C=CC=CC=2)=CC=1.N1C=CN=C1.[I:25]I.[CH2:27]([O:34][C:35]1[C:36](=[O:44])[O:37][CH:38]([CH2:41][CH2:42]O)[C:39]=1[OH:40])[C:28]1[CH:33]=[CH:32][CH:31]=[CH:30][CH:29]=1>CC#N.CCOCC>[CH2:27]([O:34][C:35]1[C:36](=[O:44])[O:37][CH:38]([CH2:41][CH2:42][I:25])[C:39]=1[OH:40])[C:28]1[CH:33]=[CH:32][CH:31]=[CH:30][CH:29]=1 |f:4.5|. Procedure details: To an oven dried 250 mL round bottom flask flushed with argon was added 5.8 g (22 mmol) of PPh3, 1.5 g (22 mmol) of imidazole and 80 mL of ether/CH3CN (3/1). The mixture was cooled in an ice water bath with magnetic stirring and 5.6 g (22 mmol) of iodine was added in 4 equal portions with vigorous stirring. The resulting slurry was warmed at room temperature for 20 minutes, cooled to 0° C., and 5.0 g (20 mmol) of 3-benzyloxy-4-hydroxy-5-(2-hydroxyethyl)-2(5H)-furanone dissolved in 20 mL of CH3CN... Starting materials: OC1=C(C=C(C=C1)C(CCC(=O)OCC)(C)C1=CC(=C(C=C1)O)C)C (ethyl 4,4-bis(4-hydroxy-3-methylphenyl)pentanoate), [OH-].[NH4+] (ammonium hydroxide). Solvent: O (water). Yields the product amide, OC1=C(C=C(C=C1)C(CCC(=O)N)(C)C1=CC(=C(C=C1)O)C)C (4,4-bis(4-hydroxy-3-methylphenyl)pentanamide). RXN SMILES: [OH:1][C:2]1[CH:7]=[CH:6][C:5]([C:8]([C:17]2[CH:22]=[CH:21][C:20]([OH:23])=[C:19]([CH3:24])[CH:18]=2)([CH3:16])[CH2:9][CH2:10][C:11](OCC)=[O:12])=[CH:4][C:3]=1[CH3:25].[OH-].[NH4+:27]>O>[OH:1][C:2]1[CH:7]=[CH:6][C:5]([C:8]([C:17]2[CH:22]=[CH:21][C:20]([OH:23])=[C:19]([CH3:24])[CH:18]=2)([CH3:16])[CH2:9][CH2:10][C:11]([NH2:27])=[O:12])=[CH:4][C:3]=1[CH3:25] |f:1.2|. Reported procedure: A solution of ethyl 4,4-bis(4-hydroxy-3-methylphenyl)pentanoate (69.00 grams, 0.201 mole) and 29% aqueous ammonium hydroxide (1500 milliliters) was stirred at room temperature for 144 hours. The resulting slightly cloudy, emerald green solution was diluted with water and extracted with ethyl acetate (4×500 milliliters). The combined organic fractions were washed with water, saturated sodium bicarbonate solution and saturated sodium chloride solution. After drying over magnesium sulfate, the solv... The reactants are COC(CC1=CC(=C(C=C1)OC)OC1=C(C=C(C=C1)Br)CBr)=O ([3-(4-bromo-2-bromomethyl-phenoxy)-4-methoxy-phenyl]-acetic acid methyl ester), FC(C=1C=C(C=C(C1)C(F)(F)F)[C@H]1[C@H](NC(O1)=O)C)(F)F ((4R,5S)-5-(3,5-bis-trifluoromethyl-phenyl)-4-methyl-oxazolidin-2-one). The product is COC(CC1=CC(=C(C=C1)OC)OC1=C(C=C(C=C1)Br)CN1C(O[C@H]([C@H]1C)C1=CC(=CC(=C1)C(F)(F)F)C(F)(F)F)=O)=O ((3-{2-[(4R,5S)-5-(3,5-Bis-trifluoromethyl-phenyl)-4-methyl-2-oxo-oxazolidin-3-ylmethyl]-4-bromo-phenoxy}-4-methoxy-phenyl)-acetic acid methyl ester). Reaction SMILES: [CH3:1][O:2][C:3](=[O:23])[CH2:4][C:5]1[CH:10]=[CH:9][C:8]([O:11][CH3:12])=[C:7]([O:13][C:14]2[CH:19]=[CH:18][C:17]([Br:20])=[CH:16][C:15]=2[CH2:21]Br)[CH:6]=1.[F:24][C:25]([F:44])([F:43])[C:26]1[CH:27]=[C:28]([C@@H:36]2[O:40][C:39](=[O:41])[NH:38][C@@H:37]2[CH3:42])[CH:29]=[C:30]([C:32]([F:35])([F:34])[F:33])[CH:31]=1>>[CH3:1][O:2][C:3](=[O:23])[CH2:4][C:5]1[CH:10]=[CH:9][C:8]([O:11][CH3:12])=[C:7]([O:13][C:14]2[CH:19]=[CH:18][C:17]([Br:20])=[CH:16][C:15]=2[CH2:21][N:38]2[C@H:37]([CH3:42])[C@H:36]([C:28]3[CH:29]=[C:30]([C:32]([F:34])([F:35])[F:33])[CH:31]=[C:26]([C:25]([F:24])([F:43])[F:44])[CH:27]=3)[O:40][C:39]2=[O:41])[CH:6]=1. Reported procedure: Prepared according to the procedure described in Example 6, Step 5, using the following starting materials: [3-(4-bromo-2-bromomethyl-phenoxy)-4-methoxy-phenyl]-acetic acid methyl ester and (4R,5S)-5-(3,5-bis-trifluoromethyl-phenyl)-4-methyl-oxazolidin-2-one.